From a dataset of the Open Reaction Database (ORD), a public repository of structured organic reaction records. describe an organic reaction: reactants, conditions, products, and yield Starting materials: O (H2O), C(=O)(OC(C)(C)C)N1[C@@H](CCC1)C#C ((S)-N-Boc-2-Ethynyl-pyrrolidine), FC=1C(=C2/C(/C(NC2=CC1)=O)=C/C=1NC=CC1OC)I ((Z)-1,3-dihydro-5-fluoro-4-iodo-3-[(3-methoxy-1H-pyrrol-2-yl)methylene]-2H-indol-2-one), FC=1C(=C2/C(/C(NC2=CC1)=O)=C/C=1NC=CC1OC)I ((Z)-1,3-dihydro-5-fluoro-4-iodo-3-[(3-methoxy-1H-pyrrol-2-yl)methylene]-2H-indol-2-one). The reagents and catalysts are C=1C=CC(=CC1)[P](C=2C=CC=CC2)(C=3C=CC=CC3)[Pd]([P](C=4C=CC=CC4)(C=5C=CC=CC5)C=6C=CC=CC6)([P](C=7C=CC=CC7)(C=8C=CC=CC8)C=9C=CC=CC9)[P](C=1C=CC=CC1)(C=1C=CC=CC1)C=1C=CC=CC1 ((Ph3P)4Pd). Run in CN(C)C=O (DMF), CCN(CC)CC (Et3N), CCOC(=O)C (EtOAc), CCOC(=O)C (EtOAc), solution, FC(C(=O)O)(F)F (trifluoroacetic acid), C(Cl)Cl (CH2Cl2). Conditions: time 2.5 hour. Yields the product FC=1C(=C2/C(/C(NC2=CC1)=O)=C/C=1NC=CC1OC)C#C[C@H]1NCCC1 ((S)-(Z)-1,3-Dihydro-5-fluoro-3-[(3-methoxy-1H-pyrrol-2-yl)methylene]-4-[(pyrrolidin-2-yl)ethynyl]-2H-indol-2-one). As a reaction SMILES: C([N:8]1[CH2:12][CH2:11][CH2:10][C@H:9]1[C:13]#[CH:14])(OC(C)(C)C)=O.[F:15][C:16]1[C:17](I)=[C:18]2[C:22](=[CH:23][CH:24]=1)[NH:21][C:20](=[O:25])/[C:19]/2=[CH:26]\[C:27]1[NH:28][CH:29]=[CH:30][C:31]=1[O:32][CH3:33].O>CN(C=O)C.CCN(CC)CC.CCOC(C)=O.FC(F)(F)C(O)=O.C(Cl)Cl.C1C=CC([P]([Pd]([P](C2C=CC=CC=2)(C2C=CC=CC=2)C2C=CC=CC=2)([P](C2C=CC=CC=2)(C2C=CC=CC=2)C2C=CC=CC=2)[P](C2C=CC=CC=2)(C2C=CC=CC=2)C2C=CC=CC=2)(C2C=CC=CC=2)C2C=CC=CC=2)=CC=1>[F:15][C:16]1[C:17]([C:14]#[C:13][C@@H:9]2[CH2:10][CH2:11][CH2:12][NH:8]2)=[C:18]2[C:22](=[CH:23][CH:24]=1)[NH:21][C:20](=[O:25])/[C:19]/2=[CH:26]\[C:27]1[NH:28][CH:29]=[CH:30][C:31]=1[O:32][CH3:33] |^1:67,69,88,107|. Procedure details: Using Method C above, (S)-N-Boc-2-ethynyl-pyrrolidine (100 mg, 0.52 mmol) (Example 87B) was coupled with (Z)-1,3-dihydro-5-fluoro-4-iodo-3-[(3-methoxy-1H-pyrrol-2-yl)methylene]-2H-indol-2-one (50 mg, 0.13 mmol) (Starting Material 6) using (Ph3P)4Pd (15 mg, 0.01 mmol) and a catalytic amount of Cul in a mixture of DMF (4 mL) and Et3N (4 mL) as solvent at 80° C. for 4 hrs. Upon completion, the reaction mixture was diluted with EtOAc and extracted with H2O. The organic layer was dried over Na2SO4, c...